From a dataset of the Open Reaction Database (ORD), a public repository of structured organic reaction records. describe an organic reaction: reactants, conditions, products, and yield The reactants are CC1(OCC2=C(O1)C=CC(=C2)[C@@H]2CN(C(O2)=O)CCC2=CC=C(C=C2)OCCOCC2=CC(=CC=C2)I)C ((5R)-5-(2,2-dimethyl-4H-1,3-benzodioxin-6-yl)-3-[2-(4-{2-[(3-iodobenzyl)oxy]ethoxy}phenyl)ethyl]-1,3-oxazolidin-2-one), COC(=O)C=1C=C(C=CC1)B(O)O (3-(methoxycarbonyl)phenylboronic acid), C([O-])([O-])=O.[Na+].[Na+] (sodium carbonate). Reagents/catalysts: C=1C=CC(=CC1)/C=C/C(=O)/C=C/C2=CC=CC=C2.C=1C=CC(=CC1)/C=C/C(=O)/C=C/C2=CC=CC=C2.C=1C=CC(=CC1)/C=C/C(=O)/C=C/C2=CC=CC=C2.[Pd].[Pd] (tris(dibenzylideneacetone)dipalladium). Run in C(OC)COC (dimethoxyethane), CCOC(=O)C (EtOAc). Conditions: temperature 85 celsius. Yields the product CC1(OCC2=C(O1)C=CC(=C2)[C@@H]2CN(C(O2)=O)CCC2=CC=C(OCCOCC=1C=C(C=CC1)C1=CC(=CC=C1)C(=O)OC)C=C2)C (Methyl 3′-{[2-(4-{2-[(5R)-5-(2,2-dimethyl-4H-1,3-benzodioxin-6yl)-2-oxo-1,3-oxazolidin-3-yl]ethyl}phenoxy)ethoxy]methyl}-1,1′-biphenyl-3-carboxylate). Reaction SMILES: [CH3:1][C:2]1([CH3:38])[O:7][C:6]2[CH:8]=[CH:9][C:10]([C@H:12]3[O:16][C:15](=[O:17])[N:14]([CH2:18][CH2:19][C:20]4[CH:25]=[CH:24][C:23]([O:26][CH2:27][CH2:28][O:29][CH2:30][C:31]5[CH:36]=[CH:35][CH:34]=[C:33](I)[CH:32]=5)=[CH:22][CH:21]=4)[CH2:13]3)=[CH:11][C:5]=2[CH2:4][O:3]1.[CH3:39][O:40][C:41]([C:43]1[CH:44]=[C:45](B(O)O)[CH:46]=[CH:47][CH:48]=1)=[O:42].C(=O)([O-])[O-].[Na+].[Na+]>C(COC)OC.CCOC(C)=O.C1C=CC(/C=C/C(/C=C/C2C=CC=CC=2)=O)=CC=1.C1C=CC(/C=C/C(/C=C/C2C=CC=CC=2)=O)=CC=1.C1C=CC(/C=C/C(/C=C/C2C=CC=CC=2)=O)=CC=1.[Pd].[Pd]>[CH3:1][C:2]1([CH3:38])[O:7][C:6]2[CH:8]=[CH:9][C:10]([C@H:12]3[O:16][C:15](=[O:17])[N:14]([CH2:18][CH2:19][C:20]4[CH:25]=[CH:24][C:23]([O:26][CH2:27][CH2:28][O:29][CH2:30][C:31]5[CH:32]=[C:33]([C:47]6[CH:46]=[CH:45][CH:44]=[C:43]([C:41]([O:40][CH3:39])=[O:42])[CH:48]=6)[CH:34]=[CH:35][CH:36]=5)=[CH:22][CH:21]=4)[CH2:13]3)=[CH:11][C:5]=2[CH2:4][O:3]1 |f:2.3.4,7.8.9.10.11|. Procedure details: A mixture of (5R)-5-(2,2-dimethyl-4H-1,3-benzodioxin-6-yl)-3-[2-(4-{2-[(3-iodobenzyl)oxy]ethoxy}phenyl)ethyl]-1,3-oxazolidin-2-one {Example 6 i)} (150 mg), 3-(methoxycarbonyl)phenylboronic acid (47 mg), tetrakis(triphenylphosphine)palladium (0) (6 mg) and 2N sodium carbonate (7 mL) in dimethoxyethane (10 mL) was heated at 85° C. for 1 h. The solution was then diluted in EtOAc, washed with water, dried (MgSO4) and concentrated in vacuo. The residue was purified by chromatography (Biotage, 40 g) e... Reactants: CCO, CO, COc1cc(C#N)cc(OC)c1, N. Yields the product COc1cc(OC)cc(C(=N)N)c1. Reaction SMILES: [CH3:14][CH2:15][OH:16].[CH3:17][OH:18].[CH3:1][O:2][c:3]1[cH:4][c:5]([C:6]#[N:7])[cH:8][c:9]([O:11][CH3:12])[cH:10]1.[NH3:13]>>[CH3:1][O:2][c:3]1[cH:4][c:5]([C:6](=[NH:7])[NH2:13])[cH:8][c:9]([O:11][CH3:12])[cH:10]1. Reactants: CC1=C(C(CCC1)(C)C)C=CC(=CCCl)C (5-(2,6,6-trimethyl-cyclohex-1-enyl)-3-methyl-1-chloro-penta-2,4-diene), CC1=C(C(CCC1)(C)C)C=CC(=CC(C1=CC=CC=C1)=S(=O)=O)C (5-(2,6,6-trimethyl-cyclohex-1-enyl)-3-methyl-1-phenyl-sulphonyl-penta-2,4-diene), I(=O)(=O)(=O)[O-].[Na+] (sodium meta-periodate), C1(=CC=CC=C1)S(=O)[O-].[Na+] (sodium phenylsulphinate). Product: CC1=C(C(CCC1=O)(C)C)C=CC(=CCS(=O)(=O)C1=CC=CC=C1)C (5-(2,6,6-trimethyl-3-oxo-cyclohex-1-enyl)-3-methyl-1-phenylsulphonyl-penta-2,4-diene). As a reaction SMILES: [CH3:1][C:2]1[CH2:7][CH2:6][CH2:5][C:4]([CH3:9])([CH3:8])[C:3]=1[CH:10]=[CH:11][C:12]([CH3:24])=[CH:13][C:14](=[S:21](=[O:23])=[O:22])C1C=CC=CC=1.I([O-])(=O)(=O)=O.[Na+].C1(S([O-])=[O:38])C=CC=CC=1.[Na+].C[C:42]1[CH2:47][CH2:46][CH2:45][C:44](C)(C)[C:43]=1C=CC(C)=CCCl>>[CH3:1][C:2]1[C:7](=[O:38])[CH2:6][CH2:5][C:4]([CH3:8])([CH3:9])[C:3]=1[CH:10]=[CH:11][C:12]([CH3:24])=[CH:13][CH2:14][S:21]([C:42]1[CH:47]=[CH:46][CH:45]=[CH:44][CH:43]=1)(=[O:22])=[O:23] |f:1.2,3.4|. Reported procedure: 5-(2,6,6-trimethyl-3-oxo-cyclohex-1-enyl)-3-methyl-1-phenylsulphonyl-penta-2,4-diene was prepared by oxidation of 5-(2,6,6-trimethyl-cyclohex-1-enyl)-3-methyl-1-phenyl-sulphonyl-penta-2,4-diene by means of sodium meta-periodate in accordance with the process described in French Pat. No. 2,071,508. The product oxidised in this way was itself obtained by reacting sodium phenylsulphinate with 5-(2,6,6-trimethyl-cyclohex-1-enyl)-3-methyl-1-chloro-penta-2,4-diene as described in Example 1. The reactants are COC(=O)OC, CN(C)C=O, O=C1NCc2cccnc2N1c1cccc(C(F)(F)F)c1, O. Yields the product CN1Cc2cccnc2N(c2cccc(C(F)(F)F)c2)C1=O. As a reaction SMILES: [CH3:22][O:23][C:24](=[O:25])[O:26][CH3:27].[CH3:28][N:29]([CH3:30])[CH:31]=[O:32].[F:1][C:2]([c:3]1[cH:4][c:5]([N:9]2[C:10](=[O:19])[NH:11][CH2:12][c:13]3[c:14]2[n:15][cH:16][cH:17][cH:18]3)[cH:6][cH:7][cH:8]1)([F:20])[F:21].[OH2:33]>>[F:1][C:2]([c:3]1[cH:4][c:5]([N:9]2[C:10](=[O:19])[N:11]([CH3:22])[CH2:12][c:13]3[c:14]2[n:15][cH:16][cH:17][cH:18]3)[cH:6][cH:7][cH:8]1)([F:20])[F:21]. Reaction conditions: temperature 50 celsius. The product is CC(CN1C(N(C2=NC(=CC=C21)C=2C1CNC(C2C)CC1)C)=O)(C)C (1-(2,2-Dimethylpropyl)-3-methyl-5-(6-methyl-2-azabicyclo[2.2.2]oct-5-en-5-yl)-1,3-dihydro-2H-imidazo[4,5-b]pyridin-2-one). The reactants are I(=O)(=O)(=O)O (periodic acid), CC(CN1C(N(C2=NC(=CC=C21)C=2C1CN(C(C2C)CC1)C1=CC=C(C=C1)OC)C)=O)(C)C (1-(2,2-Dimethylpropyl)-5-[2-(4-methoxyphenyl)-6-methyl-2-azabicyclo-[2.2.2]oct-5-en-5-yl]-3-methyl-1,3-dihydro-2H-imidazo[4,5-b]pyridin-2-one), CC#N (CH3CN), OS(=O)(=O)O (H2SO4). Solvent: O (water). Reported procedure: 1-(2,2-Dimethylpropyl)-5-[2-(4-methoxyphenyl)-6-methyl-2-azabicyclo-[2.2.2]oct-5-en-5-yl]-3-methyl-1,3-dihydro-2H-imidazo[4,5-b]pyridin-2-one (7-3, 40.3 mg, 0.09 mmol, 1.0 equiv) was added to CH3CN (820 μL) and water (820 μL). To this suspension was added aqueous H2SO4 (90 μL, 0.09 mmol, 1.0 equiv, 1.0 M) followed by periodic acid in one portion (21 mg, 0.09 mmol, 1.0 equiv). The reaction contents were heated to 50° C. for 18 h. Following this duration, LCMS showed consumption of starting materi... Reaction SMILES: [CH3:1][C:2]([CH3:33])([CH3:32])[CH2:3][N:4]1[C:12]2[C:7](=[N:8][C:9]([C:13]3[CH:14]4[CH2:21][CH2:20][CH:17]([C:18]=3[CH3:19])[N:16](C3C=CC(OC)=CC=3)[CH2:15]4)=[CH:10][CH:11]=2)[N:6]([CH3:30])[C:5]1=[O:31].CC#N.OS(O)(=O)=O.I(O)(=O)(=O)=O>O>[CH3:1][C:2]([CH3:33])([CH3:32])[CH2:3][N:4]1[C:12]2[C:7](=[N:8][C:9]([C:13]3[CH:14]4[CH2:21][CH2:20][CH:17]([C:18]=3[CH3:19])[NH:16][CH2:15]4)=[CH:10][CH:11]=2)[N:6]([CH3:30])[C:5]1=[O:31]. The reactants are COC(NC1=CC(=C(C=C1)C)Cl)=O (methyl(3-chloro-4-methylphenyl)carbamate), BrN1C(CCC1=O)=O (N-bromosuccinimide). The solvent is C(Cl)(Cl)(Cl)Cl (carbon tetrachloride). Conditions: time 20 hour. The product is COC(NC1=CC(=C(C=C1)CBr)Cl)=O (methyl(4-bromomethyl-3-chlorophenyl)carbamate). Isolated yield 55.5%. Reaction SMILES: [CH3:1][O:2][C:3](=[O:13])[NH:4][C:5]1[CH:10]=[CH:9][C:8]([CH3:11])=[C:7]([Cl:12])[CH:6]=1.[Br:14]N1C(=O)CCC1=O>C(Cl)(Cl)(Cl)Cl>[CH3:1][O:2][C:3](=[O:13])[NH:4][C:5]1[CH:10]=[CH:9][C:8]([CH2:11][Br:14])=[C:7]([Cl:12])[CH:6]=1. Reported procedure: To a stirred solution of 10.9 grams (0.055 mole) of methyl(3-chloro-4-methylphenyl)carbamate in 110 ml of carbon tetrachloride, under an argon atmosphere, was added 9.7 grams (0.055 mole) of N-bromosuccinimide. The reaction mixture was irradiated with a 250 watt brooder lamp, placed at such a distance as to cause a gentle reflux. The reflux was continued for 20 hours. The reaction mixture was cooled and a solid collected by filtration. The solid was slurried with water and the insoluble material...